Dataset: the Open Reaction Database (ORD), a public repository of structured organic reaction records. Task: describe an organic reaction: reactants, conditions, products, and yield Starting materials: NCC(=O)N(C1=C(C=CC=C1)C(=O)N(C1=CC=CC=C1)C)CC(=O)OC(C)(C)C (tert-butyl 2-{2-amino-N-[2-(N-methylanilino)carbonylphenyl]acetamido}acetate), CC=1C=C(C=CC1)N=C=O (3-methylphenyl isocyanate). Product: CN(C1=CC=CC=C1)C(=O)C1=C(C=CC=C1)N(C(CNC(=O)NC1=CC(=CC=C1)C)=O)CC(=O)OC(C)(C)C (tert-butyl 2-{N-[2-(N-methylanilino)carbonylphenyl]-2-[3-(3-methylphenyl)ureido]acetamido}acetate). The yield is 57.4%. RXN SMILES: [NH2:1][CH2:2][C:3]([N:5]([CH2:22][C:23]([O:25][C:26]([CH3:29])([CH3:28])[CH3:27])=[O:24])[C:6]1[CH:11]=[CH:10][CH:9]=[CH:8][C:7]=1[C:12]([N:14]([CH3:21])[C:15]1[CH:20]=[CH:19][CH:18]=[CH:17][CH:16]=1)=[O:13])=[O:4].[CH3:30][C:31]1[CH:32]=[C:33]([N:37]=[C:38]=[O:39])[CH:34]=[CH:35][CH:36]=1>>[CH3:21][N:14]([C:12]([C:7]1[CH:8]=[CH:9][CH:10]=[CH:11][C:6]=1[N:5]([CH2:22][C:23]([O:25][C:26]([CH3:29])([CH3:28])[CH3:27])=[O:24])[C:3](=[O:4])[CH2:2][NH:1][C:38]([NH:37][C:33]1[CH:34]=[CH:35][CH:36]=[C:31]([CH3:30])[CH:32]=1)=[O:39])=[O:13])[C:15]1[CH:16]=[CH:17][CH:18]=[CH:19][CH:20]=1. Procedure details: Using a procedure similar to that described in Example 27, but starting with tert-butyl 2-{2-amino-N-[2-(N-methylanilino)carbonylphenyl]acetamido}acetate (2.5 g) and 3-methylphenyl isocyanate (0.83 g), and after recrystallisation in ethyl acetate, tert-butyl 2-{N-[2-(N-methylanilino)carbonylphenyl]-2-[3-(3-methylphenyl)ureido]acetamido}acetate (1.9 g), m.p. 145° C., is obtained. The reactants are C=CCOC(=O)N1CC2CC1C(=O)S2, CN1CCNCC1, CCOC(C)=O, C1CCOC1. The product is C=CCOC(=O)N1CC(S)CC1C(=O)N1CCN(C)CC1. RXN SMILES: [CH2:1]([CH:2]=[CH2:3])[O:4][C:5](=[O:6])[N:7]1[CH:8]2[C:9](=[O:14])[S:10][CH:11]([CH2:12]1)[CH2:13]2.[CH3:15][N:16]1[CH2:17][CH2:18][NH:19][CH2:20][CH2:21]1.[CH3:27][CH2:28][O:29][C:30](=[O:31])[CH3:32].[O:22]1[CH2:23][CH2:24][CH2:25][CH2:26]1>>[CH2:1]([CH:2]=[CH2:3])[O:4][C:5](=[O:6])[N:7]1[CH:8]([C:9](=[O:14])[N:19]2[CH2:18][CH2:17][N:16]([CH3:15])[CH2:21][CH2:20]2)[CH2:13][CH:11]([SH:10])[CH2:12]1. RXN SMILES: Cl.[CH3:2][O:3][NH2:4].[C:5]([C:8]1[C:16]2[S:15][C:14]([NH:17][C:18](=[O:22])[NH:19][CH2:20][CH3:21])=[N:13][C:12]=2[CH:11]=[C:10]([C:23]2[CH:24]=[N:25][C:26]([N:29]3[CH2:34][CH2:33][C:32]([CH3:40])([C:35]([O:37][CH2:38][CH3:39])=[O:36])[CH2:31][CH2:30]3)=[N:27][CH:28]=2)[CH:9]=1)(=O)[CH3:6]>CN(C=O)C>[CH2:20]([NH:19][C:18]([NH:17][C:14]1[S:15][C:16]2[C:8](/[C:5](/[CH3:6])=[N:4]/[O:3][CH3:2])=[CH:9][C:10]([C:23]3[CH:28]=[N:27][C:26]([N:29]4[CH2:30][CH2:31][C:32]([CH3:40])([C:35]([O:37][CH2:38][CH3:39])=[O:36])[CH2:33][CH2:34]4)=[N:25][CH:24]=3)=[CH:11][C:12]=2[N:13]=1)=[O:22])[CH3:21] |f:0.1|. Yields the product C(C)NC(=O)NC=1SC2=C(N1)C=C(C=C2/C(=N/OC)/C)C=2C=NC(=NC2)N2CCC(CC2)(C(=O)OCC)C (Ethyl 1-[5-[2-(ethylcarbamoylamino)-7-[(E)-N-methoxy-C-methyl-carbonimidoyl]-1,3-benzothiazol-5-yl]pyrimidin-2-yl]-4-methyl-piperidine-4-carboxylate). Solvent: CN(C)C=O (DMF). Reactants: Cl.CON (O-Methyl hydroxylamine hydrochloride), C(C)(=O)C1=CC(=CC=2N=C(SC21)NC(NCC)=O)C=2C=NC(=NC2)N2CCC(CC2)(C(=O)OCC)C (ethyl 1-[5-[7-acetyl-2-(ethylcarbamoylamino)-1,3-benzothiazol-5-yl]pyrimidin-2-yl]-4-methyl-piperidine-4-carboxylate). Reaction conditions: temperature 60 celsius. Procedure details: O-Methyl hydroxylamine hydrochloride (64 mg, 0.784 mmol) was added to ethyl 1-[5-[7-acetyl-2-(ethylcarbamoylamino)-1,3-benzothiazol-5-yl]pyrimidin-2-yl]-4-methyl-piperidine-4-carboxylate (200 mg, 0.39 mmol) in DMF (5 mL). The reaction mixture was heated to 60° C. for 4 h after which time LCMS indicated clean conversion to the desired product. The reaction was diluted with EtOAc, washed with water then brine and the organic layer dried (MgSO4), filtered and the solvent removed in vacuo. The crude... Run in ClCCl (dichloromethane), N1=CC=CC=C1 (pyridine). Procedure details: 20 g (122.7 mmol) of 2,3-dichlorophenol in 122 ml of dichloromethane and 13.8 ml of pyridine are admixed dropwise at 0° C. with 11.3 ml (128 mmol) of propionyl chloride. The mixture is stirred for 16 hours and 100 ml of 2 M hydrochloric acid are added. The mixture is extracted with dichloromethane and the extracts are washed with water. Drying over sodium sulphate and the removal of the solvent in vacuo give 25.2 g of 2,3-dichlorophenyl propionate. 25.2 g (115.2 mmol) of 2,3-dichlorophenyl propi... Product: C(CC)(=O)OC1=C(C(=CC=C1)Cl)Cl (2,3-dichlorophenyl propionate). Starting materials: ClC1=C(C=CC=C1Cl)O (2,3-dichlorophenol), C(CC)(=O)Cl (propionyl chloride), Cl (hydrochloric acid). The yield is 93.8%. Reaction SMILES: [Cl:1][C:2]1[C:7]([Cl:8])=[CH:6][CH:5]=[CH:4][C:3]=1[OH:9].[C:10](Cl)(=[O:13])[CH2:11][CH3:12].Cl>ClCCl.N1C=CC=CC=1>[C:10]([O:9][C:3]1[CH:4]=[CH:5][CH:6]=[C:7]([Cl:8])[C:2]=1[Cl:1])(=[O:13])[CH2:11][CH3:12]. Conditions: time 16 hour. Reactants: ClC1=CC=C(CNC2=C(C=C(C=C2)C(F)(F)F)[N+](=O)[O-])C=C1 (2-(4-chlorobenzylamino)-5-trifluoromethylnitrobenzene). Run in C(C)O (ethanol). Yields the product Cl.ClC1=CC=C(CNC2=C(N)C=C(C=C2)C(F)(F)F)C=C1 (2-(4-Chlorobenzylamino)-5-trifluoromethylaniline hydrochloride). RXN SMILES: [Cl:1][C:2]1[CH:22]=[CH:21][C:5]([CH2:6][NH:7][C:8]2[CH:13]=[CH:12][C:11]([C:14]([F:17])([F:16])[F:15])=[CH:10][C:9]=2[N+:18]([O-])=O)=[CH:4][CH:3]=1>C(O)C>[ClH:1].[Cl:1][C:2]1[CH:22]=[CH:21][C:5]([CH2:6][NH:7][C:8]2[CH:13]=[CH:12][C:11]([C:14]([F:15])([F:16])[F:17])=[CH:10][C:9]=2[NH2:18])=[CH:4][CH:3]=1 |f:2.3|. Procedure details: A solution of 2-(4-chlorobenzylamino)-5-trifluoromethylnitrobenzene (70 g, 0.21 mmol) in ethanol (500 ml) was hydrogenated at a pressure of 4 bar. When the reaction was finished the product was filtered through a plug of celite into a flask containing 25 ml conc. HCl. After evaporation the product was suspended in petrol ether and filtered off. Yield 57 g. Reactants: CN(C(=O)C1=CC2=C(N=C(N=C2)Cl)N1C1CCCC1)C (2-chloro-7-cyclopentyl-7H-pyrrolo[2,3-d]pyrimidine-6-carboxylic acid dimethylamide), C(C)(C)(C)OC(=O)N1C(CN(CC1)C=1C=NC(=CC1)N)(C)C (4-(6-amino-pyridin-3-yl)-2,2-dimethyl-piperazine-1-carboxylic acid tert-butyl ester). The product is CN(C(=O)C1=CC2=C(N=C(N=C2)NC2=NC=C(C=C2)N2CC(NCC2)(C)C)N1C1CCCC1)C (7-cyclopentyl-2-[5-(3,3-dimethyl-piperazin-1-yl)-pyridin-2-ylamino]-7H-pyrrolo[2,3-d]pyrimidine-6-carboxylic acid dimethylamide). Isolated yield 28.8%. As a reaction SMILES: [CH3:1][N:2]([CH3:20])[C:3]([C:5]1[N:14]([CH:15]2[CH2:19][CH2:18][CH2:17][CH2:16]2)[C:8]2[N:9]=[C:10](Cl)[N:11]=[CH:12][C:7]=2[CH:6]=1)=[O:4].C(OC([N:28]1[CH2:33][CH2:32][N:31]([C:34]2[CH:35]=[N:36][C:37]([NH2:40])=[CH:38][CH:39]=2)[CH2:30][C:29]1([CH3:42])[CH3:41])=O)(C)(C)C>>[CH3:1][N:2]([CH3:20])[C:3]([C:5]1[N:14]([CH:15]2[CH2:19][CH2:18][CH2:17][CH2:16]2)[C:8]2[N:9]=[C:10]([NH:40][C:37]3[CH:38]=[CH:39][C:34]([N:31]4[CH2:32][CH2:33][NH:28][C:29]([CH3:42])([CH3:41])[CH2:30]4)=[CH:35][N:36]=3)[N:11]=[CH:12][C:7]=2[CH:6]=1)=[O:4]. Reported procedure: Following Buchwald Method B, 2-chloro-7-cyclopentyl-7H-pyrrolo[2,3-d]pyrimidine-6-carboxylic acid dimethylamide (50 mg, 0.17 mmol) and 4-(6-amino-pyridin-3-yl)-2,2-dimethyl-piperazine-1-carboxylic acid tert-butyl ester (58 mg, 0.15 mmol) gave 7-cyclopentyl-2-[5-(3,3-dimethyl-piperazin-1-yl)-pyridin-2-ylamino]-7H-pyrrolo[2,3-d]pyrimidine-6-carboxylic acid dimethylamide (20 mg, 25%). MS (ESI) m/z 463.3 (M+H)+